This data is from the Open Reaction Database (ORD), a public repository of structured organic reaction records. The task is: describe an organic reaction: reactants, conditions, products, and yield Starting materials: C(=O)([O-])[O-].[K+].[K+] (K2CO3), N12CC3C(C(CC(C1)C3)C2)=O (1-aza-adamantan-4-one), Cl.NO (hydroxylamine hydrochloride), N1=CC=CC=C1 (pyridine). Run in C(C)O (ethanol). Yields the product N12CC3C(C(CC(C1)C3)C2)=NO (1-Aza-adamantan-4-one oxime). As a reaction SMILES: [N:1]12[CH2:10][CH:5]3[CH2:6][CH:7]([CH2:9][CH:3]([C:4]3=O)[CH2:2]1)[CH2:8]2.Cl.[NH2:13][OH:14].N1C=CC=CC=1.C([O-])([O-])=O.[K+].[K+]>C(O)C>[N:1]12[CH2:10][CH:5]3[CH2:6][CH:7]([CH2:9][CH:3]([C:4]3=[N:13][OH:14])[CH2:2]1)[CH2:8]2 |f:1.2,4.5.6|. Procedure: A solution of 1-aza-adamantan-4-one (1.1 g), hydroxylamine hydrochloride (0.7 g) and pyridine (0.5 ml) in ethanol (30 ml) was heated under reflux for 1 h. The solution was then treated with saturated K2CO3 solution (30 ml), evaporated to half its volume and extracted with CH2Cl2 (4×50 ml). The combined extracts were dried (K2CO3) and evaporated in vacuo to give D.1 (1.2 g). The product is COC1=C2C=CC=C(C2=CC=C1)N1CCCC1 (5-Methoxy-1-pyrrolidinyl-naphthalene). As a reaction SMILES: Br[CH2:2][CH2:3][CH2:4][CH2:5]Br.[NH2:7][C:8]1[C:17]2[C:12](=[C:13]([O:18][CH3:19])[CH:14]=[CH:15][CH:16]=2)[CH:11]=[CH:10][CH:9]=1.C(=O)([O-])[O-].[Na+].[Na+]>C1COCC1>[CH3:19][O:18][C:13]1[CH:14]=[CH:15][CH:16]=[C:17]2[C:12]=1[CH:11]=[CH:10][CH:9]=[C:8]2[N:7]1[CH2:5][CH2:4][CH2:3][CH2:2]1 |f:2.3.4|. Reactants: BrCCCCBr (1,4-Dibromobutane), NC1=CC=CC2=C(C=CC=C12)OC (1-amino-5-methoxynaphthalene), C([O-])([O-])=O.[Na+].[Na+] (sodium carbonate). Procedure: 1,4-Dibromobutane (220 g) is added dropwise to a stirred suspension of 1-amino-5-methoxynaphthalene (170 g) and sodium carbonate (200 g) in THF (300 ml), while maintaining the reaction temperature at less than 10° C. When the addition is complete, the stirred mixture is allowed to reach RT and refluxed overnight. Solvent: C1CCOC1 (THF). Starting materials: Cc1cc(Cl)cc(Cl)c1S(=O)(=O)Cl, Nc1cccc(COCCC(F)(F)F)n1. The product is Cc1cc(Cl)cc(Cl)c1S(=O)(=O)Nc1cccc(COCCC(F)(F)F)n1. RXN SMILES: [Cl:16][c:17]1[c:18]([S:25](=[O:26])(=[O:27])[Cl:28])[c:19]([CH3:24])[cH:20][c:21]([Cl:23])[cH:22]1.[F:1][C:2]([CH2:3][CH2:4][O:5][CH2:6][c:7]1[cH:8][cH:9][cH:10][c:11]([NH2:13])[n:12]1)([F:14])[F:15]>>[F:1][C:2]([CH2:3][CH2:4][O:5][CH2:6][c:7]1[cH:8][cH:9][cH:10][c:11]([NH:13][S:25]([c:18]2[c:17]([Cl:16])[cH:22][c:21]([Cl:23])[cH:20][c:19]2[CH3:24])(=[O:26])=[O:27])[n:12]1)([F:14])[F:15].